Dataset: the Open Reaction Database (ORD), a public repository of structured organic reaction records. Task: describe an organic reaction: reactants, conditions, products, and yield Reactants: COCO[C@@H]1CN(CC1)C[C@H](O)C1=CC=CC=C1 (2-(3-(S)-methoxymethoxypyrrolidin-1-yl)-1-(R)-phenylethanol), COCO[C@@H]1CN(CC1)[C@H](CO)C1=CC=CC=C1 (2-(3-(S)-methoxymethoxypyrrolidin-1-yl)-2-(S)-phenylethanol), CNC1=CC=C(C(=O)OC)C=C1 (methyl 4-methylaminobenzoate), Example 1 ( i ). The product is COCO[C@@H]1CN(CC1)C[C@@H](C1=CC=CC=C1)N(C)C1=CC=C(C(=O)OC)C=C1 (Methyl 4-{N-[2-(3-(S)-methoxymethoxypyrrolidin-1-yl)-1-(R)-phenylethyl]-N-methylamino}benzoate). The yield is 49.0%. As a reaction SMILES: [CH3:1][O:2][CH2:3][O:4][C@H:5]1[CH2:9][CH2:8][N:7]([CH2:10][C@@H:11]([C:13]2[CH:18]=[CH:17][CH:16]=[CH:15][CH:14]=2)O)[CH2:6]1.COCO[C@H]1CCN([C@@H](C2C=CC=CC=2)CO)C1.[CH3:37][NH:38][C:39]1[CH:48]=[CH:47][C:42]([C:43]([O:45][CH3:46])=[O:44])=[CH:41][CH:40]=1>>[CH3:1][O:2][CH2:3][O:4][C@H:5]1[CH2:9][CH2:8][N:7]([CH2:10][C@H:11]([N:38]([C:39]2[CH:48]=[CH:47][C:42]([C:43]([O:45][CH3:46])=[O:44])=[CH:41][CH:40]=2)[CH3:37])[C:13]2[CH:18]=[CH:17][CH:16]=[CH:15][CH:14]=2)[CH2:6]1. Procedure details: This was prepared from 2-(3-(S)-methoxymethoxypyrrolidin-1-yl)-1-(R)-phenylethanol and 2-(3-(S)-methoxymethoxypyrrolidin-1-yl)-2-(S)-phenylethanol and methyl 4-methylaminobenzoate in 49% yield according to a procedure similar to that described in Example 1 (i).